Dataset: the Open Reaction Database (ORD), a public repository of structured organic reaction records. Task: describe an organic reaction: reactants, conditions, products, and yield The reactants are Cl.NC1=NC=CC(=C1)CN1C(N(C(C1(C)C)=O)C1=CC=C(C=C1)C(C)(C)C)=O (1-[(2-aminopyridin-4-yl)methyl]-3-(4-tert-butylphenyl)-5,5-dimethylimidazolidine-2,4-dione hydrochloride), ClC1=NC=C(C=C1)I (2-chloro-5-iodopyridine), C([O-])([O-])=O.[Cs+].[Cs+] (caesium carbonate), CC1(C2=CC=C(C=C2OC=2C=C(C=CC12)P(C1=CC=CC=C1)C1=CC=CC=C1)P(C1=CC=CC=C1)C1=CC=CC=C1)C ((9,9-dimethyl-9H-xanthene-3,6-diyl)bis(diphenylphosphine)). Reagents/catalysts: C(C)(=O)[O-].C(C)(=O)[O-].[Pd+2] (palladium diacetate). The solvent is O1CCOCC1 (dioxane). Reaction conditions: temperature 90 celsius. The product is C(C)(C)(C)C1=CC=C(C=C1)N1C(N(C(C1=O)(C)C)CC1=CC(=NC=C1)NC=1C=NC(=CC1)Cl)=O (3-(4-tert-butylphenyl)-1-({2-[(6-chloropyridin-3-yl)amino]pyridin-4-yl}methyl)-5,5-dimethylimidazolidine-2,4-dione). Reaction SMILES: Cl.[NH2:2][C:3]1[CH:8]=[C:7]([CH2:9][N:10]2[C:14]([CH3:16])([CH3:15])[C:13](=[O:17])[N:12]([C:18]3[CH:23]=[CH:22][C:21]([C:24]([CH3:27])([CH3:26])[CH3:25])=[CH:20][CH:19]=3)[C:11]2=[O:28])[CH:6]=[CH:5][N:4]=1.[Cl:29][C:30]1[CH:35]=[CH:34][C:33](I)=[CH:32][N:31]=1.C(=O)([O-])[O-].[Cs+].[Cs+].CC1(C)C2C=CC(P(C3C=CC=CC=3)C3C=CC=CC=3)=CC=2OC2C1=CC=C(P(C1C=CC=CC=1)C1C=CC=CC=1)C=2>O1CCOCC1.C([O-])(=O)C.C([O-])(=O)C.[Pd+2]>[C:24]([C:21]1[CH:20]=[CH:19][C:18]([N:12]2[C:13](=[O:17])[C:14]([CH3:16])([CH3:15])[N:10]([CH2:9][C:7]3[CH:6]=[CH:5][N:4]=[C:3]([NH:2][C:33]4[CH:32]=[N:31][C:30]([Cl:29])=[CH:35][CH:34]=4)[CH:8]=3)[C:11]2=[O:28])=[CH:23][CH:22]=1)([CH3:27])([CH3:26])[CH3:25] |f:0.1,3.4.5,8.9.10|. Procedure: To a solution of 0.5 g of 1-[(2-aminopyridin-4-yl)methyl]-3-(4-tert-butylphenyl)-5,5-dimethylimidazolidine-2,4-dione hydrochloride obtained in stage c) of Example 7 in 35 mL of dioxane are successively added under argon 0.39 g of 2-chloro-5-iodopyridine, 1.8 g of caesium carbonate, 947 mg of (9,9-dimethyl-9H-xanthene-3,6-diyl)bis(diphenylphosphine) (xantphos) and 30 mg of palladium diacetate. The reaction mixture is heated at 90° C. for 3 hours and then filtered, and the filtrate is concentrated... Starting materials: ClC1=CC=C(C=C1)C([C@H](CCC)C1=CC=C(C(=O)NCCC(=O)OCC)C=C1)C1=CC=CC2=C(C=C(C=C12)C)C#N (ethyl N-(4-{(1S)-1-[(4-chlorophenyl)(5-cyano-7-methyl-1-naphthyl)methyl]butyl}benzoyl)-β-alaninate), C1CCOC1.CO (THF MeOH), [Li+].[OH-] (LiOH), Cl (HCl). The solvent is CCOC(=O)C (EtOAc). Reaction conditions: time 1 hour. The product is ClC1=CC=C(C=C1)C([C@H](CCC)C1=CC=C(C(=O)NCCC(=O)O)C=C1)C1=CC=CC2=C(C=C(C=C12)C)C#N (N-(4-{(1S)-1-[(4-chlorophenyl)(5-cyano-7-methyl-1-naphthyl)methyl]butyl}benzoyl)-β-alanine). As a reaction SMILES: [Cl:1][C:2]1[CH:7]=[CH:6][C:5]([CH:8]([C:29]2[C:38]3[C:33](=[C:34]([C:40]#[N:41])[CH:35]=[C:36]([CH3:39])[CH:37]=3)[CH:32]=[CH:31][CH:30]=2)[C@@H:9]([C:13]2[CH:28]=[CH:27][C:16]([C:17]([NH:19][CH2:20][CH2:21][C:22]([O:24]CC)=[O:23])=[O:18])=[CH:15][CH:14]=2)[CH2:10][CH2:11][CH3:12])=[CH:4][CH:3]=1.C1COCC1.CO.[Li+].[OH-].Cl>CCOC(C)=O>[Cl:1][C:2]1[CH:3]=[CH:4][C:5]([CH:8]([C:29]2[C:38]3[C:33](=[C:34]([C:40]#[N:41])[CH:35]=[C:36]([CH3:39])[CH:37]=3)[CH:32]=[CH:31][CH:30]=2)[C@@H:9]([C:13]2[CH:28]=[CH:27][C:16]([C:17]([NH:19][CH2:20][CH2:21][C:22]([OH:24])=[O:23])=[O:18])=[CH:15][CH:14]=2)[CH2:10][CH2:11][CH3:12])=[CH:6][CH:7]=1 |f:1.2,3.4|. Procedure: To a solution of ethyl N-(4-{(1S)-1-[(4-chlorophenyl)(5-cyano-7-methyl-1-naphthyl)methyl]butyl}benzoyl)-β-alaninate (18 mg, 0.032 mmol) in 2:1 THF/MeOH (3 mL) at room temperature was added LiOH (2.0 N in water, 0.265 mL, 0.530 mmol). The mixture was stirred at room temperature for one hour. The mixture was acidified with 2.0 N HCl (aq) and diluted with EtOAc. The organic layer was washed twice with water, dried over sodium sulfate, filtered, then concentrated to afford the title product as a whi... The reactants are NC(C(=O)O)CC(C)(C)C (2-Amino-4,4-dimethyl-pentanoic acid), S(=O)(Cl)Cl (Thionyl chloride), CO (methanol). Product: COC(C(CC(C)(C)C)N)=O (2-Amino-4,4-dimethyl-pentanoic acid methyl ester). Reaction SMILES: [NH2:1][CH:2]([CH2:6][C:7]([CH3:10])([CH3:9])[CH3:8])[C:3]([OH:5])=[O:4].S(Cl)(Cl)=O.[CH3:15]O>>[CH3:15][O:4][C:3](=[O:5])[CH:2]([NH2:1])[CH2:6][C:7]([CH3:10])([CH3:9])[CH3:8]. Procedure: 2-Amino-4,4-dimethyl-pentanoic acid (1.00 g, 6.84 mmol) was suspended in 50 mL of methanol and cooled in an ice bath. Thionyl chloride (1.82 g, 15.0 mmol) was added dropwise, at which time all the acid went into solution. The reaction was then removed from the ice bath and heated to reflux for 3.5 h. The reaction mixture was concentrated in vacuo and the resulting solid (1.10 g) was used in the next step without further purification. MS, m/z 159.9=M+1 Starting materials: BrBr (bromine), BrC1=CC2=C(SC=C2C)C=C1 (5-bromo-3-methylbenzo[b]thiophene). Run in C(Cl)(Cl)Cl (chloroform), C(Cl)(Cl)Cl (chloroform). Conditions: time 1.5 hour. The product is BrC1=C(C2=C(S1)C=CC(=C2)Br)C (2,5-dibromo-3-methylbenzo[b]thiophene). Isolated yield 89.1%. Reaction SMILES: [Br:1]Br.[Br:3][C:4]1[CH:13]=[CH:12][C:7]2[S:8][CH:9]=[C:10]([CH3:11])[C:6]=2[CH:5]=1>C(Cl)(Cl)Cl>[Br:1][C:9]1[S:8][C:7]2[CH:12]=[CH:13][C:4]([Br:3])=[CH:5][C:6]=2[C:10]=1[CH3:11]. Procedure details: A solution of bromine (3.20 g) in chloroform (10 ml) was added dropwise to a stirred solution of 5-bromo-3-methylbenzo[b]thiophene (4.54 g) in chloroform (40 ml) and the solution was stirred at room temperature for 1.5 hours. It was then washed with dilute sodium hydroxide solution, water and dried (Na2SO4). Evaporation of the solvent gave a solid which was crystallised from petrol (b.p. 80°-100°) to give 2,5-dibromo-3-methylbenzo[b]thiophene (5.45 g), m.p. 118°-122°.